Dataset: the Open Reaction Database (ORD), a public repository of structured organic reaction records. Task: describe an organic reaction: reactants, conditions, products, and yield Reactants: CCOC(=O)CCn1c(CC)nc2cc(C(=O)N3CC4(C)CC3CC(C)(C)C4)ccc21, CCO, [Na+], [OH-]. Yields the product CCc1nc2cc(C(=O)N3CC4(C)CC3CC(C)(C)C4)ccc2n1CCC(=O)O. Reaction SMILES: [CH2:1]([CH3:2])[O:3][C:4]([CH2:5][CH2:6][n:7]1[c:8]([CH2:29][CH3:30])[n:9][c:10]2[c:11]1[cH:12][cH:13][c:14]([C:16](=[O:17])[N:18]1[CH:19]3[CH2:20][C:21]([CH3:27])([CH3:28])[CH2:22][C:23]([CH3:26])([CH2:24]1)[CH2:25]3)[cH:15]2)=[O:31].[CH3:34][CH2:35][OH:36].[Na+:33].[OH-:32]>>[O:3]=[C:4]([CH2:5][CH2:6][n:7]1[c:8]([CH2:29][CH3:30])[n:9][c:10]2[c:11]1[cH:12][cH:13][c:14]([C:16](=[O:17])[N:18]1[CH:19]3[CH2:20][C:21]([CH3:27])([CH3:28])[CH2:22][C:23]([CH3:26])([CH2:24]1)[CH2:25]3)[cH:15]2)[OH:31].